This data is from the Open Reaction Database (ORD), a public repository of structured organic reaction records. The task is: describe an organic reaction: reactants, conditions, products, and yield Reactants: CC(=O)Nc1csc(Br)n1, CC(=O)[O-], CO, [H][H], [Na+]. The product is CC(=O)Nc1cscn1. Reaction SMILES: [C:1]([CH3:2])(=[O:3])[NH:4][c:5]1[n:6][c:7]([Br:10])[s:8][cH:9]1.[CH3:12][C:13](=[O:14])[O-:15].[CH3:18][OH:19].[H:16][H:17].[Na+:11]>>[C:1]([CH3:2])(=[O:3])[NH:4][c:5]1[n:6][cH:7][s:8][cH:9]1. Starting materials: CCOC(=O)CC#N, CN(C)C=O, CCOC(=O)c1cn2c3c(c(F)c(F)cc3c1=O)CCN2C, [H-], [Na+]. Product: CCOC(=O)c1cn2c3c(c(C(C#N)C(=O)OCC)c(F)cc3c1=O)CCN2C. As a reaction SMILES: [C:3](#[N:4])[CH2:5][C:6](=[O:7])[O:8][CH2:9][CH3:10].[CH3:33][N:34]([CH3:35])[CH:36]=[O:37].[F:11][c:12]1[c:13]2[c:18]3[n:17]([cH:25][c:24]([C:26](=[O:27])[O:28][CH2:29][CH3:30])[c:23](=[O:31])[c:19]3[cH:20][c:21]1[F:22])[N:16]([CH3:32])[CH2:15][CH2:14]2.[H-:1].[Na+:2]>>[C:3](#[N:4])[CH:5]([C:6](=[O:7])[O:8][CH2:9][CH3:10])[c:12]1[c:13]2[c:18]3[n:17]([cH:25][c:24]([C:26](=[O:27])[O:28][CH2:29][CH3:30])[c:23](=[O:31])[c:19]3[cH:20][c:21]1[F:22])[N:16]([CH3:32])[CH2:15][CH2:14]2. The reactants are CCOC(CN1C(=O)C(CC(=O)O)(NC(=O)Nc2ccc(C)cc2)c2ccccc21)OCC, CCN=C=NCCCN(C)C, Cc1ccc(N)cc1, CN(C)c1ccncc1, ClCCl, Cl. Product: CCOC(CN1C(=O)C(CC(=O)Nc2ccc(C)cc2)(NC(=O)Nc2ccc(C)cc2)c2ccccc21)OCC. Reaction SMILES: [CH2:1]([CH3:2])[O:3][CH:4]([CH2:5][N:6]1[C:7](=[O:30])[C:8]([NH:15][C:16](=[O:17])[NH:18][c:19]2[cH:20][cH:21][c:22]([CH3:25])[cH:23][cH:24]2)([CH2:26][C:27](=[O:28])[OH:29])[c:9]2[cH:10][cH:11][cH:12][cH:13][c:14]21)[O:31][CH2:32][CH3:33].[CH2:35]([N:36]=[C:37]=[N:38][CH2:39][CH2:40][CH2:41][N:42]([CH3:43])[CH3:44])[CH3:45].[CH3:46][c:47]1[cH:48][cH:49][c:50]([NH2:51])[cH:52][cH:53]1.[CH3:57][N:58]([CH3:59])[c:60]1[cH:61][cH:62][n:63][cH:64][cH:65]1.[Cl:54][CH2:55][Cl:56].[ClH:34]>>[CH2:1]([CH3:2])[O:3][CH:4]([CH2:5][N:6]1[C:7](=[O:30])[C:8]([NH:15][C:16](=[O:17])[NH:18][c:19]2[cH:20][cH:21][c:22]([CH3:25])[cH:23][cH:24]2)([CH2:26][C:27](=[O:28])[NH:51][c:50]2[cH:49][cH:48][c:47]([CH3:46])[cH:53][cH:52]2)[c:9]2[cH:10][cH:11][cH:12][cH:13][c:14]21)[O:31][CH2:32][CH3:33]. Starting materials: COC1=C(C=CC(=C1)C=O)O (vaniline), C(C)(C)N(C(C)C)CC (N,N-diisopropylethylamine), O (water), COCCl (chloromethyl methyl ether). Solvent: CN(C=O)C (dimethylformamide). Conditions: temperature 0 celsius. Product: COC=1C=C(C=O)C=CC1OCOC (3-methoxy-4-methoxymethoxybenzaldehyde). Yield: 83.0%. RXN SMILES: [CH3:1][O:2][C:3]1[CH:8]=[C:7]([CH:9]=[O:10])[CH:6]=[CH:5][C:4]=1[OH:11].C(N(CC)C(C)C)(C)C.[CH3:21][O:22][CH2:23]Cl.O>CN(C)C=O>[CH3:1][O:2][C:3]1[CH:8]=[C:7]([CH:6]=[CH:5][C:4]=1[O:11][CH2:21][O:22][CH3:23])[CH:9]=[O:10]. Procedure details: In 320 ml of dimethylformamide was dissolved 3.2 g of vaniline, and 44.8 g of N,N-diisopropylethylamine was added to the solution and the mixture was stirred. The liquid mixture was cooled to 0° C. and 18.1 ml of chloromethyl methyl ether was added to the liquid mixture. The temperature was elevated to room temperature and the mixture was stirred for 5 hours. After the reaction, a large quantity of water was added to the reaction mixture, and the mixture was extracted with diethyl ether and the ... Reactants: C=CCN, BrCC=Cc1ccccc1, C1CCOC1. Product: C=CCNCC=Cc1ccccc1. Reaction SMILES: [CH2:11]([CH:12]=[CH2:13])[NH2:14].[CH2:1]([CH:2]=[CH:3][c:4]1[cH:5][cH:6][cH:7][cH:8][cH:9]1)[Br:10].[O:15]1[CH2:16][CH2:17][CH2:18][CH2:19]1>>[CH2:1]([CH:2]=[CH:3][c:4]1[cH:5][cH:6][cH:7][cH:8][cH:9]1)[NH:14][CH2:11][CH:12]=[CH2:13]. The reactants are C(#N)C=1C(=NC(=CC1)C)N=CN(C)C (N′-(3-Cyano-6-methyl-pyridin-2-yl)-N,N-dimethyl-formamidine), C(C)(C)(C)OC(NC1=CC=C(C=C1)SC1=C(C=C(C=C1)C(NC1=CC(=CC=C1)Br)=O)N)=O ({4-[2-Amino-4-(3-bromo-phenylcarbamoyl)-phenylsulfanyl]-phenyl}-carbamic acid tert-butyl ester), C(#N)C=1C(=NC(=CC1)C)N=CN(C)C (N′-(3-Cyano-6-methyl-pyridin-2-yl)-N,N-dimethyl-formamidine), product, C(C)(C)(C)OC(NC1=CC=C(C=C1)SC1=C(C=C(C=C1)C(NC1=CC(=CC=C1)Br)=O)N)=O ({4-[2-Amino-4-(3-bromo-phenylcarbamoyl)-phenylsulfanyl]-phenyl}-carbamic acid tert-butyl ester). The product is C(C)(C)(C)OC(NC1=CC=C(C=C1)SC1=C(C=C(C=C1)C(NC1=CC(=CC=C1)Br)=O)NC=1C2=C(N=CN1)N=C(C=C2)C)=O ({4-[4-(3-Bromo-phenylcarbamoyl)-2-(7-methyl-pyrido[2,3-d]pyrimidin-4-ylamino)-phenylsulfanyl]-phenyl}-carbamic acid tert-butyl ester). Isolated yield 21.0%. RXN SMILES: [C:1]([O:5][C:6](=[O:32])[NH:7][C:8]1[CH:13]=[CH:12][C:11]([S:14][C:15]2[CH:20]=[CH:19][C:18]([C:21](=[O:30])[NH:22][C:23]3[CH:28]=[CH:27][CH:26]=[C:25]([Br:29])[CH:24]=3)=[CH:17][C:16]=2[NH2:31])=[CH:10][CH:9]=1)([CH3:4])([CH3:3])[CH3:2].C([C:35]1[C:36]([N:42]=[CH:43][N:44]([CH3:46])C)=[N:37][C:38]([CH3:41])=[CH:39][CH:40]=1)#N>>[C:1]([O:5][C:6](=[O:32])[NH:7][C:8]1[CH:9]=[CH:10][C:11]([S:14][C:15]2[CH:20]=[CH:19][C:18]([C:21](=[O:30])[NH:22][C:23]3[CH:28]=[CH:27][CH:26]=[C:25]([Br:29])[CH:24]=3)=[CH:17][C:16]=2[NH:31][C:46]2[C:35]3[CH:40]=[CH:39][C:38]([CH3:41])=[N:37][C:36]=3[N:42]=[CH:43][N:44]=2)=[CH:12][CH:13]=1)([CH3:4])([CH3:2])[CH3:3]. Reported procedure: The product of Example 64A was reacted with the product of Example 9B using the procedure of Example 13D substituting the product of Example 64A for the product of Example 13C and substituting the product of Example 9B for the product of Example 8E to provide the crude title compound which was purified by column chromatography on silica gel using methanol/dichloromethane as eluent to provide the title compound (27 mg, 21%). 1H NMR (300 MHz, DMSO-D6) δ ppm: 1.48 (s, 9 H) 2.69 (s, 3 H) 7.00 (d, J=... The reactants are CC(C)C(N)CN1CCC(Cc2ccc(Cl)c(Cl)c2)CC1, Cc1ccc(C(=O)Cl)cc1, c1ccncc1. Product: Cc1ccc(C(=O)NC(CN2CCC(Cc3ccc(Cl)c(Cl)c3)CC2)C(C)C)cc1. As a reaction SMILES: [Cl:11][c:12]1[cH:13][c:14]([CH2:15][CH:16]2[CH2:17][CH2:18][N:19]([CH2:22][CH:23]([CH:24]([CH3:25])[CH3:26])[NH2:27])[CH2:20][CH2:21]2)[cH:28][cH:29][c:30]1[Cl:31].[c:1]1([CH3:10])[cH:2][cH:3][c:4]([C:7](=[O:8])[Cl:9])[cH:5][cH:6]1.[cH:32]1[cH:33][cH:34][n:35][cH:36][cH:37]1>>[c:1]1([CH3:10])[cH:2][cH:3][c:4]([C:7](=[O:8])[NH:27][CH:23]([CH2:22][N:19]2[CH2:18][CH2:17][CH:16]([CH2:15][c:14]3[cH:13][c:12]([Cl:11])[c:30]([Cl:31])[cH:29][cH:28]3)[CH2:21][CH2:20]2)[CH:24]([CH3:25])[CH3:26])[cH:5][cH:6]1. The reactants are ClC1=CC(=C(C=C1[N+](=O)[O-])N1C(=O)C2=C(CCCC2)C1=O)F (N-(4-chloro-2-fluoro-5-nitrophenyl)-1-cyclohexene-1,2-dicarboximide). The reagents and catalysts are [Fe] (iron). Run in C(C)(=O)O (acetic acid). Run at temperature 65 celsius, time 10 minute. The product is NC=1C(=CC(=C(C1)N1C(=O)C2=C(CCCC2)C1=O)F)Cl (N-(5-amino-4-chloro-2-fluorophenyl)-1-cyclohexene-1,2-dicarboximide). Isolated yield 92.8%. As a reaction SMILES: [Cl:1][C:2]1[C:7]([N+:8]([O-])=O)=[CH:6][C:5]([N:11]2[C:20](=[O:21])[C:15]3[CH2:16][CH2:17][CH2:18][CH2:19][C:14]=3[C:12]2=[O:13])=[C:4]([F:22])[CH:3]=1>C(O)(=O)C.[Fe]>[NH2:8][C:7]1[C:2]([Cl:1])=[CH:3][C:4]([F:22])=[C:5]([N:11]2[C:20](=[O:21])[C:15]3[CH2:16][CH2:17][CH2:18][CH2:19][C:14]=3[C:12]2=[O:13])[CH:6]=1. Procedure: A mixture of N-(4-chloro-2-fluoro-5-nitrophenyl)-1-cyclohexene-1,2-dicarboximide (10.6 g, 32.7 mmol) in acetic acid is heated to 65° C., treated portionwise with iron powder (7.30 g, 130.7 mmol) over 40 minutes, stirred for 10 minutes, and filtered through diatomaceous earth. The resultant filtrate is washed with ethyl acetate, concentrated in vacuo, diluted with ethyl acetate and saturated sodium hydrogen carbonate solution, and filtered through a filter pad. The phases are separated and the or... Starting materials: [H][H] (hydrogen), ClCCCCCCC#CCC#CCC#CCCCCC (1-chloro-7,10,13-nonadecatriyne), [H][H] (hydrogen), N1=CC=CC=C1 (pyridine). Reagents/catalysts: [Pd] (palladium on barium sulfate). Solvent: O (water). Product: ClCCCCCC\C=C/C\C=C/C\C=C/CCCCC (1-chloro-cis,cis,cis-7,10,13-nonadecatriene). As a reaction SMILES: [Cl:1][CH2:2][CH2:3][CH2:4][CH2:5][CH2:6][CH2:7][C:8]#[C:9][CH2:10][C:11]#[C:12][CH2:13][C:14]#[C:15][CH2:16][CH2:17][CH2:18][CH2:19][CH3:20].N1C=CC=CC=1.[H][H]>[Pd].O>[Cl:1][CH2:2][CH2:3][CH2:4][CH2:5][CH2:6][CH2:7]/[CH:8]=[CH:9]\[CH2:10]/[CH:11]=[CH:12]\[CH2:13]/[CH:14]=[CH:15]\[CH2:16][CH2:17][CH2:18][CH2:19][CH3:20]. Reported procedure: A mixture of 35.9 g. of 1-chloro-7,10,13-nonadecatriyne dissolved in 200 ml. of pyridine and 5.4 g. of 5% palladium on barium sulfate was shaken in an atmosphere of hydrogen in a Parr hydrogenator for 1.25 hrs. (pressure drop 21.5 lb.; 0.1 mole hydrogen = 8.5 lb.), then the reaction mixture was poured into water and extracted with ether. The ether extract was washed several times with water, then with dilute hydrochloric acid, followed by saturated aqueous sodium chloride. The ether solution was... Starting materials: O (water), C(CCC)OC1C(N(C(C2=CC=CC=C12)=O)CC1CC1)(CNC(=O)OC(C)(C)C)/C=C/C(=O)O ((E)-3-(4-butoxy-3-[[(tert-butoxycarbonyl)amino]methyl]-2-cyclopropylmethyl-1-oxo-1,2-dihydro-3-isoquinolinyl)-2-propenic acid), Cl.C(C)N=C=NCCCN(C)C (1-ethyl-3-(3-dimethylaminopropyl)carbodiimide hydrochloride), [NH4+].ON1N=NC2=C1C=CC=C2 (1-hydroxybenzotriazole ammonium salt). Run in CN(C=O)C (N,N-dimethylformamide). Product: C(CCC)OC1C(N(C(C2=CC=CC=C12)=O)CC1CC1)(CNC(=O)OC(C)(C)C)/C=C/C(=O)N ((E)-3-(4-butoxy-3-[[(tert-butoxycarbonyl)amino]methyl]-2-cyclopropylmethyl-1-oxo-1,2-dihydro-3-isoquinolinyl)-2-propenamide). Yield: 94.7%. RXN SMILES: [CH2:1]([O:5][CH:6]1[C:15]2[C:10](=[CH:11][CH:12]=[CH:13][CH:14]=2)[C:9](=[O:16])[N:8]([CH2:17][CH:18]2[CH2:20][CH2:19]2)[C:7]1(/[CH:30]=[CH:31]/[C:32]([OH:34])=O)[CH2:21][NH:22][C:23]([O:25][C:26]([CH3:29])([CH3:28])[CH3:27])=[O:24])[CH2:2][CH2:3][CH3:4].Cl.C([N:38]=C=NCCCN(C)C)C.[NH4+].ON1C2C=CC=CC=2N=N1.O>CN(C)C=O>[CH2:1]([O:5][CH:6]1[C:15]2[C:10](=[CH:11][CH:12]=[CH:13][CH:14]=2)[C:9](=[O:16])[N:8]([CH2:17][CH:18]2[CH2:19][CH2:20]2)[C:7]1(/[CH:30]=[CH:31]/[C:32]([NH2:38])=[O:34])[CH2:21][NH:22][C:23]([O:25][C:26]([CH3:27])([CH3:29])[CH3:28])=[O:24])[CH2:2][CH2:3][CH3:4] |f:1.2,3.4|. Procedure: A solution of (E)-3-(4-butoxy-3-[[(tert-butoxycarbonyl)amino]methyl]-2-cyclopropylmethyl-1-oxo-1,2-dihydro-3-isoquinolinyl)-2-propenic acid (0.71 g, 1.5 mmol), 1-ethyl-3-(3-dimethylaminopropyl)carbodiimide hydrochloride (0.58 g, 3 mmol) and 1-hydroxybenzotriazole ammonium salt (0.46 g, 3 mmol) in N,N-dimethylformamide (10 mL) was stirred at room temperature for 2 h. The reaction mixture was poured into water and extracted with ethyl acetate. The extract was washed with brine, dried over anhydrou...